Dataset: the Open Reaction Database (ORD), a public repository of structured organic reaction records. Task: describe an organic reaction: reactants, conditions, products, and yield Starting materials: Cl (HCl), O (water), 9-BBN(9-borabicyclo[3.3.1]nonane), C([O-])([O-])=O.[K+].[K+] (potassium carbonate), FC(S(=O)(=O)OC=1C=C2C=CC=NC2=CC1)(F)F (6-trifluoromethylsulfonyloxyquinoline). Reagents/catalysts: C=1C=CC(=CC1)[P](C=2C=CC=CC2)(C=3C=CC=CC3)[Pd]([P](C=4C=CC=CC4)(C=5C=CC=CC5)C=6C=CC=CC6)([P](C=7C=CC=CC7)(C=8C=CC=CC8)C=9C=CC=CC9)[P](C=1C=CC=CC1)(C=1C=CC=CC1)C=1C=CC=CC1 (Pd (PPh3)4). The solvent is C1CCOC1 (THF), C=CCCC (1-pentene), C1CCOC1 (THF), CN(C)C=O (DMF). Reaction conditions: temperature 5 celsius, time 3 hour. Product: C(CCCC)C=1C=C2C=CC=NC2=CC1 (6-pentylquinoline). Isolated yield 148.9%. RXN SMILES: FC(F)(F)S(O[C:7]1[CH:8]=[C:9]2[C:14](=[CH:15][CH:16]=1)[N:13]=[CH:12][CH:11]=[CH:10]2)(=O)=O.C(=O)([O-])[O-].[K+].[K+].O.Cl>C=CCCC.C1COCC1.CN(C=O)C.C1C=CC([P]([Pd]([P](C2C=CC=CC=2)(C2C=CC=CC=2)C2C=CC=CC=2)([P](C2C=CC=CC=2)(C2C=CC=CC=2)C2C=CC=CC=2)[P](C2C=CC=CC=2)(C2C=CC=CC=2)C2C=CC=CC=2)(C2C=CC=CC=2)C2C=CC=CC=2)=CC=1>[CH2:15]([C:7]1[CH:8]=[C:9]2[C:14](=[CH:15][CH:16]=1)[N:13]=[CH:12][CH:11]=[CH:10]2)[CH2:16][CH2:7][CH2:8][CH3:9] |f:1.2.3,^1:45,47,66,85|. Procedure details: In a 5 liter-three necked flask, 21.8 g (311 mM) of 1-pentene and 170 ml of THF were placed for dissolution, and under stirring in a nitrogen gas stream atmosphere, 673.4 ml of 0.5M-THF solution of 9-BBN(9-borabicyclo[3.3.1]nonane) was added dropwise at −25 to −20° C. over 15 minutes, followed by stirring for 1 hour at −10° C. and further for 3 hours at 5° C. Under stirring on an ice bath, to the reaction mixture, 6.75 g (5.84 mM) of Pd (PPh3)4 was added, and a solution of 79.6 g (287 mM) of 6-t...